Task: describe an organic reaction: reactants, conditions, products, and yield. Dataset: the Open Reaction Database (ORD), a public repository of structured organic reaction records Reactants: BrCc1ccccc1, CCOCC, [H-], [Na+], CN(C)C=O, O, CCOC(=O)c1cc2cccnc2[nH]1. Yields the product CCOC(=O)c1cc2cccnc2n1Cc1ccccc1. RXN SMILES: [Br:17][CH2:18][c:19]1[cH:20][cH:21][cH:22][cH:23][cH:24]1.[CH2:31]([O:32][CH2:33][CH3:34])[CH3:35].[H-:15].[Na+:16].[O:26]=[CH:27][N:28]([CH3:29])[CH3:30].[OH2:25].[nH:1]1[c:2]([C:10](=[O:11])[O:12][CH2:13][CH3:14])[cH:3][c:4]2[c:5]1[n:6][cH:7][cH:8][cH:9]2>>[n:1]1([CH2:18][c:19]2[cH:20][cH:21][cH:22][cH:23][cH:24]2)[c:2]([C:10](=[O:11])[O:12][CH2:13][CH3:14])[cH:3][c:4]2[c:5]1[n:6][cH:7][cH:8][cH:9]2. Reactants: solid, Cl.O1COC2=C1C=CC=C2C2CCN(CC2)CC[C@@H]2CC[C@H](CC2)N (Trans-4-[2-(4-Benzo[1,3]dioxol-4-yl-piperidin-1-yl)-ethyl]-cyclohexylamine hydrochloride), Cl.O1COC2=C1C=CC=C2C2CCN(CC2)CC[C@@H]2CC[C@H](CC2)N (Trans-4-[2-(4-Benzo[1,3]dioxol-4-yl-piperidin-1-yl)-ethyl]-cyclohexylamine hydrochloride), FC1=CC=C(C(=O)O)C=C1 (4-fluorobenzoic acid). Product: O1COC2=C1C=CC=C2C2CCN(CC2)CC[C@@H]2CC[C@H](CC2)NC(C2=CC=C(C=C2)F)=O (Trans-N-{4-[2-(4-Benzo[1,3]dioxol-4-yl-piperidin-1-yl)-ethyl]-cyclohexyl}-4-fluoro-benzamide). Reaction SMILES: Cl.[O:2]1[C:6]2[CH:7]=[CH:8][CH:9]=[C:10]([CH:11]3[CH2:16][CH2:15][N:14]([CH2:17][CH2:18][C@H:19]4[CH2:24][CH2:23][C@H:22]([NH2:25])[CH2:21][CH2:20]4)[CH2:13][CH2:12]3)[C:5]=2[O:4][CH2:3]1.[F:26][C:27]1[CH:35]=[CH:34][C:30]([C:31](O)=[O:32])=[CH:29][CH:28]=1>>[O:2]1[C:6]2[CH:7]=[CH:8][CH:9]=[C:10]([CH:11]3[CH2:16][CH2:15][N:14]([CH2:17][CH2:18][C@H:19]4[CH2:20][CH2:21][C@H:22]([NH:25][C:31](=[O:32])[C:30]5[CH:34]=[CH:35][C:27]([F:26])=[CH:28][CH:29]=5)[CH2:23][CH2:24]4)[CH2:13][CH2:12]3)[C:5]=2[O:4][CH2:3]1 |f:0.1|. Reported procedure: The title compound, white solid (17 mg, 60%), MS (ISP) m/z=453.2 [(M+H)+], was prepared in accordance with the general method of example 1 from Trans-4-[2-(4-Benzo[1,3]dioxol-4-yl-piperidin-1-yl)-ethyl]-cyclohexylamine hydrochloride (intermediate A) (24 mg, 0.0595 mmol) and 4-fluorobenzoic acid. The reactants are CC(C)c1ccc(NC(=O)OC(C)(C)C)c(NC(=O)CC(=O)c2cccc(C#N)c2)c1, ClCCl, O=C(O)C(F)(F)F. Product: CC(C)c1ccc2c(c1)NC(=O)CC(c1cccc(C#N)c1)=N2. As a reaction SMILES: [C:1]([O:2][C:3](=[O:4])[NH:7][c:8]1[c:9]([NH:17][C:18]([CH2:19][C:20](=[O:5])[c:22]2[cH:23][c:24]([C:28]#[N:29])[cH:25][cH:26][cH:27]2)=[O:30])[cH:10][c:11]([CH:14]([CH3:15])[CH3:16])[cH:12][cH:13]1)([CH3:6])([CH3:21])[CH3:31].[Cl:39][CH2:40][Cl:41].[F:32][C:33]([F:34])([F:35])[C:36]([OH:37])=[O:38]>>[N:7]1=[C:20]([c:22]2[cH:23][c:24]([C:28]#[N:29])[cH:25][cH:26][cH:27]2)[CH2:19][C:18](=[O:30])[NH:17][c:9]2[c:8]1[cH:13][cH:12][c:11]([CH:14]([CH3:15])[CH3:16])[cH:10]2. Reactants: CCO, CN, CO, CCOC(=O)c1nnc(N)s1. Yields the product CNC(=O)c1nnc(N)s1. Reaction SMILES: [CH3:12][CH2:13][OH:14].[CH3:15][NH2:16].[CH3:17][OH:18].[NH2:1][c:2]1[n:3][n:4][c:5]([C:7]([O:9][CH2:8][CH3:10])=[O:11])[s:6]1>>[NH2:1][c:2]1[n:3][n:4][c:5]([C:7](=[O:9])[NH:16][CH3:15])[s:6]1.